This data is from the Open Reaction Database (ORD), a public repository of structured organic reaction records. The task is: describe an organic reaction: reactants, conditions, products, and yield Reactants: FC1=C(C(=CC=2N=COC21)C(=O)OC)NC2=C(C=C(C=C2)I)C (methyl 7-fluoro-6-(4-iodo-2-methyl-phenylamino)-1H-benzooxazole-5-carboxylate), C(C)(=O)OCC.C(C)OCC (ethyl acetate diethyl ether), C[Si]([O-])(C)C.[K+] (potassium trimethylsilanolate), C[Si]([O-])(C)C.[K+] (potassium trimethylsilanolate). Run in O1CCCC1 (tetrahydrofuran). Reaction conditions: time 16 hour. Product: FC1=C(C(=CC=2N=COC21)C(=O)O)NC2=C(C=C(C=C2)I)C (7-fluoro-6-(4-iodo-2-methyl-phenylamino)-1H-benzooxazole-5-carboxylic acid). RXN SMILES: [F:1][C:2]1[C:10]2[O:9][CH:8]=[N:7][C:6]=2[CH:5]=[C:4]([C:11]([O:13]C)=[O:12])[C:3]=1[NH:15][C:16]1[CH:21]=[CH:20][C:19]([I:22])=[CH:18][C:17]=1[CH3:23].C[Si](C)(C)[O-].[K+].C(OCC)(=O)C.C(OCC)C>O1CCCC1>[F:1][C:2]1[C:10]2[O:9][CH:8]=[N:7][C:6]=2[CH:5]=[C:4]([C:11]([OH:13])=[O:12])[C:3]=1[NH:15][C:16]1[CH:21]=[CH:20][C:19]([I:22])=[CH:18][C:17]=1[CH3:23] |f:1.2,3.4|. Procedure: To a stirring solution comprised of methyl 7-fluoro-6-(4-iodo-2-methyl-phenylamino)-1H-benzooxazole-5-carboxylate (0.024 M) in tetrahydrofuran is added solid potassium trimethylsilanolate (5.14 equiv.). The reaction mixture is stirred at ambient temperature under argon for 16 hours. An additional equivalent of potassium trimethylsilanolate is added and the mixture stirred 30 minutes. The reaction mixture is concentrated in vacuo to give a residue that is then taken up into 1:1 (v/v) ethyl acetat... Reactants: C(C)(C)(C)OC(NC=1C=C2C(=C(C=NC2=C(C1)F)C(=O)NCC1=CC=C(C=C1)Cl)O)=O (tert-butyl-3-{[(4-chlorobenzyl)amino]carbonyl}-8-fluoro-4-hydroxy-6-quinolinylcarbamate), 25, FC(C(=O)O)(F)F (trifluoroacetic acid). The solvent is ClCCl (dichloromethane). Run at time 1 hour. Product: NC=1C=C2C(=C(C=NC2=C(C1)F)C(=O)NCC1=CC=C(C=C1)Cl)O (6-Amino-N-(4-chlorobenzyl)-8-fluoro-4-hydroxy-3-quinolinecarboxamide). As a reaction SMILES: C(OC(=O)[NH:7][C:8]1[CH:9]=[C:10]2[C:15](=[C:16]([F:18])[CH:17]=1)[N:14]=[CH:13][C:12]([C:19]([NH:21][CH2:22][C:23]1[CH:28]=[CH:27][C:26]([Cl:29])=[CH:25][CH:24]=1)=[O:20])=[C:11]2[OH:30])(C)(C)C.FC(F)(F)C(O)=O>ClCCl>[NH2:7][C:8]1[CH:9]=[C:10]2[C:15](=[C:16]([F:18])[CH:17]=1)[N:14]=[CH:13][C:12]([C:19]([NH:21][CH2:22][C:23]1[CH:28]=[CH:27][C:26]([Cl:29])=[CH:25][CH:24]=1)=[O:20])=[C:11]2[OH:30]. Procedure details: To a flask containing tert-butyl-3-{[(4-chlorobenzyl)amino]carbonyl}-8-fluoro-4-hydroxy-6-quinolinylcarbamate from Preparation No. 25 (0.06 g) and dichloromethane (2 mL) is added trifluoroacetic acid (2 mL). The reaction mixture is stirred 1 hour then concentrated under reduced pressure. The residue is triturated with toluene (3×) and dried in vacuo. The residue is adsorbed onto silica and chromatographed on silica eluting with 2% MeOH:CH2Cl2 to 6% MeOH:CH2Cl2. The product-containing fractions a... Starting materials: O=C([O-])[O-], COCCCl, CN(C)C=O, [K+], [K+], O=C(C1CC1)N1CCC(Cc2n[nH]c(=O)n2-c2ccc(-c3ccc4occc4c3)cc2)C1. Yields the product COCCn1nc(CC2CCN(C(=O)C3CC3)C2)n(-c2ccc(-c3ccc4occc4c3)cc2)c1=O. Reaction SMILES: [C:33](=[O:34])([O-:35])[O-:36].[CH3:39][O:40][CH2:41][CH2:42][Cl:43].[CH3:44][N:45]([CH3:46])[CH:47]=[O:48].[K+:37].[K+:38].[o:1]1[cH:2][cH:3][c:4]2[c:5]1[cH:6][cH:7][c:8](-[c:10]1[cH:11][cH:12][c:13](-[n:16]3[c:17](=[O:32])[nH:18][n:19][c:20]3[CH2:21][CH:22]3[CH2:23][N:24]([C:27](=[O:28])[CH:29]4[CH2:30][CH2:31]4)[CH2:25][CH2:26]3)[cH:14][cH:15]1)[cH:9]2>>[o:1]1[cH:2][cH:3][c:4]2[c:5]1[cH:6][cH:7][c:8](-[c:10]1[cH:11][cH:12][c:13](-[n:16]3[c:17](=[O:32])[n:18]([CH2:42][CH2:41][O:40][CH3:39])[n:19][c:20]3[CH2:21][CH:22]3[CH2:23][N:24]([C:27](=[O:28])[CH:29]4[CH2:30][CH2:31]4)[CH2:25][CH2:26]3)[cH:14][cH:15]1)[cH:9]2. Starting materials: [BH4-], CO, CC1CN(C(=O)COc2ccc(Cl)cc2C(=O)CCC(=O)O)C(C)CN1Cc1ccc(F)cc1, [Na+]. Product: CC1CN(C(=O)COc2ccc(Cl)cc2C(O)CCC(=O)O)C(C)CN1Cc1ccc(F)cc1. As a reaction SMILES: [BH4-:35].[CH3:37][OH:38].[Cl:1][c:2]1[cH:3][cH:4][c:5]([O:15][CH2:16][C:17](=[O:18])[N:19]2[CH:20]([CH3:34])[CH2:21][N:22]([CH2:26][c:27]3[cH:28][cH:29][c:30]([F:33])[cH:31][cH:32]3)[CH:23]([CH3:25])[CH2:24]2)[c:6]([C:8]([CH2:9][CH2:10][C:11](=[O:12])[OH:13])=[O:14])[cH:7]1.[Na+:36]>>[Cl:1][c:2]1[cH:3][cH:4][c:5]([O:15][CH2:16][C:17](=[O:18])[N:19]2[CH:20]([CH3:34])[CH2:21][N:22]([CH2:26][c:27]3[cH:28][cH:29][c:30]([F:33])[cH:31][cH:32]3)[CH:23]([CH3:25])[CH2:24]2)[c:6]([CH:8]([CH2:9][CH2:10][C:11](=[O:12])[OH:13])[OH:14])[cH:7]1. Reactants: Cc1cc(Cc2cnc(N[N+](=O)[O-])[nH]c2=O)cnc1C, CCO, NCCCCCO. The product is Cc1cc(Cc2cnc(NCCCCCO)[nH]c2=O)cnc1C. Reaction SMILES: [CH3:1][c:2]1[cH:3][c:4]([CH2:9][c:10]2[c:11](=[O:20])[nH:12][c:13]([NH:16][N+:17]([O-:18])=[O:19])[n:14][cH:15]2)[cH:5][n:6][c:7]1[CH3:8].[CH3:28][CH2:29][OH:30].[NH2:21][CH2:22][CH2:23][CH2:24][CH2:25][CH2:26][OH:27]>>[CH3:1][c:2]1[cH:3][c:4]([CH2:9][c:10]2[c:11](=[O:20])[nH:12][c:13]([NH:16][CH2:22][CH2:23][CH2:24][CH2:25][CH2:26][OH:27])[n:14][cH:15]2)[cH:5][n:6][c:7]1[CH3:8]. The reactants are [OH-].[Na+] (sodium hydroxide), COC(CN1C(=C(C2=CC(=CC=C12)F)CC1=C(C=NC=C1)S(=O)(=O)C1=CC=C(C=C1)F)C)=O ({5-fluoro-3-[3-(4-fluorobenzenesulfonyl)pyridin-4-ylmethyl]-2-methylindol-1-yl}acetic acid methyl ester), Cl (hydrochloric acid). Run in O1CCCC1 (tetrahydrofuran). Reaction conditions: temperature 40 celsius, time 3 hour. Product: FC=1C=C2C(=C(N(C2=CC1)CC(=O)O)C)CC1=C(C=NC=C1)S(=O)(=O)C1=CC=C(C=C1)F ({5-fluoro-3-[3-(4-fluorobenzenesulfonyl)pyridin-4-ylmethyl]-2-methylindol-1-yl}acetic acid). The yield is 46.1%. Reaction SMILES: C[O:2][C:3](=[O:33])[CH2:4][N:5]1[C:13]2[C:8](=[CH:9][C:10]([F:14])=[CH:11][CH:12]=2)[C:7]([CH2:15][C:16]2[CH:21]=[CH:20][N:19]=[CH:18][C:17]=2[S:22]([C:25]2[CH:30]=[CH:29][C:28]([F:31])=[CH:27][CH:26]=2)(=[O:24])=[O:23])=[C:6]1[CH3:32].[OH-].[Na+].Cl>O1CCCC1>[F:14][C:10]1[CH:9]=[C:8]2[C:13](=[CH:12][CH:11]=1)[N:5]([CH2:4][C:3]([OH:33])=[O:2])[C:6]([CH3:32])=[C:7]2[CH2:15][C:16]1[CH:21]=[CH:20][N:19]=[CH:18][C:17]=1[S:22]([C:25]1[CH:26]=[CH:27][C:28]([F:31])=[CH:29][CH:30]=1)(=[O:24])=[O:23] |f:1.2|. Procedure: A mixture of {5-fluoro-3-[3-(4-fluorobenzenesulfonyl)pyridin-4-ylmethyl]-2-methylindol-1-yl}acetic acid methyl ester (0.21 g) and tetrahydrofuran (1.0 mL) was treated with 5.0 M aqueous sodium hydroxide solution (3.0 mL), and the resulting mixture was stirred at 40° C. for 3 hours. The mixture was acidified by the addition of 5.0 M aqueous hydrochloric acid solution and concentrated to low bulk under reduced pressure. The resulting precipitate was collected by filtration, washed with water and d...